Dataset: the Open Reaction Database (ORD), a public repository of structured organic reaction records. Task: describe an organic reaction: reactants, conditions, products, and yield Starting materials: C1CCOC1, [Li+], COC(=O)c1ccc2c(c1)CCCC2n1cc(CC(NS(=O)(=O)c2ccc(C)cc2)C(N)=O)nn1, [OH-]. Product: Cc1ccc(S(=O)(=O)NC(Cc2cn(C3CCCc4cc(C(=O)O)ccc43)nn2)C(N)=O)cc1. Reaction SMILES: [CH2:38]1[O:39][CH2:40][CH2:41][CH2:42]1.[Li+:37].[NH2:1][C:2]([CH:3]([CH2:4][c:5]1[n:6][n:7][n:8]([CH:10]2[c:11]3[cH:12][cH:13][c:14]([C:20](=[O:21])[O:22][CH3:23])[cH:15][c:16]3[CH2:17][CH2:18][CH2:19]2)[cH:9]1)[NH:24][S:25](=[O:26])(=[O:27])[c:28]1[cH:29][cH:30][c:31]([CH3:34])[cH:32][cH:33]1)=[O:35].[OH-:36]>>[NH2:1][C:2]([CH:3]([CH2:4][c:5]1[n:6][n:7][n:8]([CH:10]2[c:11]3[cH:12][cH:13][c:14]([C:20](=[O:21])[OH:22])[cH:15][c:16]3[CH2:17][CH2:18][CH2:19]2)[cH:9]1)[NH:24][S:25](=[O:26])(=[O:27])[c:28]1[cH:29][cH:30][c:31]([CH3:34])[cH:32][cH:33]1)=[O:35]. Reactants: S(=O)(Cl)Cl (Thionyl chloride), CO (methanol), NC(C(=O)O)C(C1=CC=C(C=C1)OC)O (2-amino-3-hydroxy-3-(4-methoxyphenyl)propanoic acid). Conditions: time 1 hour. The product is N[C@H](C(=O)OC)[C@@H](C1=CC=C(C=C1)OC)O ((2S,3R)-methyl 2-amino-3-hydroxy-3-(4-methoxyphenyl)propanoate). Yield: 59.0%. Reaction SMILES: S(Cl)(Cl)=O.[NH2:5][CH:6]([CH:10]([OH:19])[C:11]1[CH:16]=[CH:15][C:14]([O:17][CH3:18])=[CH:13][CH:12]=1)[C:7]([OH:9])=[O:8].[CH3:20]O>>[NH2:5][C@@H:6]([C@H:10]([OH:19])[C:11]1[CH:16]=[CH:15][C:14]([O:17][CH3:18])=[CH:13][CH:12]=1)[C:7]([O:9][CH3:20])=[O:8]. Reported procedure: Thionyl chloride (12.3 mL, 169 mmol) was added dropwise to methanol (250 mL) at 0° C. followed by addition of 2-amino-3-hydroxy-3-(4-methoxyphenyl)propanoic acid (25.0 g, 118 mol). The reaction mixture was stirred at ambient temperature for 1 h and heated under reflux for 3 h. The mixture was cooled to ambient temperature and then concentrated to dryness. The residue was purified by flash column chromatography on silica gel (DCM/methanol=60:1) to afford (2S,3R)-methyl 2-amino-3-hydroxy-3-(4-meth...